From a dataset of the Open Reaction Database (ORD), a public repository of structured organic reaction records. describe an organic reaction: reactants, conditions, products, and yield The reactants are C1(=CC=CC=C1)CS (phenylmethanethiol), [H-].[Na+] (sodium hydride), BrC=1C=CC(=NC1)Cl (5-bromo-2-chloropyridine), O (water). The solvent is CN(C=O)C (N,N-dimethylformamide), CN(C=O)C (N,N-dimethylformamide), C(C)(=O)OCC (ethyl acetate). Run at time 2 hour. The product is BrC=1C=CC(=NC1)SCC1=CC=CC=C1 (5-Bromo-2-[(phenylmethyl)thio]pyridine). RXN SMILES: [C:1]1([CH2:7][SH:8])[CH:6]=[CH:5][CH:4]=[CH:3][CH:2]=1.[H-].[Na+].[Br:11][C:12]1[CH:13]=[CH:14][C:15](Cl)=[N:16][CH:17]=1.O>CN(C)C=O.C(OCC)(=O)C>[Br:11][C:12]1[CH:13]=[CH:14][C:15]([S:8][CH2:7][C:1]2[CH:6]=[CH:5][CH:4]=[CH:3][CH:2]=2)=[N:16][CH:17]=1 |f:1.2|. Reported procedure: A solution of phenylmethanethiol (1 ml, 8 mmol) in N,N-dimethylformamide (15 ml) under an atmosphere of argon was treated with sodium hydride (352 mg, 8.8 mmol, 60% dispersion in oil). After stirring at room temperature for 15 minutes a solution of 5-bromo-2-chloropyridine (1.84 g, 9.6 mmol) in N,N-dimethylformamide (5 ml) was added. After 2 hours, water and ethyl acetate were added. The organic layer was separated and washed with water, brine and dried over anhydrous magnesium sulfate and conce...